The task is: describe an organic reaction: reactants, conditions, products, and yield. This data is from the Open Reaction Database (ORD), a public repository of structured organic reaction records. As a reaction SMILES: [Br:1][c:2]1[cH:3][cH:4][c:5]([CH:7]=[O:8])[s:6]1.[CH2:33]1[O:34][CH2:35][CH2:36][CH2:37]1.[CH2:38]([OH:39])[CH3:40].[CH2:9]([CH3:10])[c:11]1[cH:12][cH:13][c:14](-[c:17]2[cH:18][c:19]([F:26])[c:20]([B:23]([OH:24])[OH:25])[cH:21][cH:22]2)[cH:15][cH:16]1.[Na+:27].[Na+:28].[O-:29][C:30](=[O:31])[O-:32].[c:41]1([CH3:42])[cH:43][cH:44][cH:45][cH:46][cH:47]1.[cH:48]1[cH:49][cH:50][c:51]([P:52]([Pd:53]([P:54]([c:55]2[cH:56][cH:57][cH:58][cH:59][cH:60]2)([c:61]2[cH:62][cH:63][cH:64][cH:65][cH:66]2)[c:67]2[cH:68][cH:69][cH:70][cH:71][cH:72]2)([P:73]([c:74]2[cH:75][cH:76][cH:77][cH:78][cH:79]2)([c:80]2[cH:81][cH:82][cH:83][cH:84][cH:85]2)[c:86]2[cH:87][cH:88][cH:89][cH:90][cH:91]2)[P:92]([c:93]2[cH:94][cH:95][cH:96][cH:97][cH:98]2)([c:99]2[cH:100][cH:101][cH:102][cH:103][cH:104]2)[c:105]2[cH:106][cH:107][cH:108][cH:109][cH:110]2)([c:111]2[cH:112][cH:113][cH:114][cH:115][cH:116]2)[c:117]2[cH:118][cH:119][cH:120][cH:121][cH:122]2)[cH:123][cH:124]1>>[c:2]1(-[c:20]2[c:19]([F:26])[cH:18][c:17](-[c:14]3[cH:13][cH:12][c:11]([CH2:9][CH3:10])[cH:16][cH:15]3)[cH:22][cH:21]2)[cH:3][cH:4][c:5]([CH:7]=[O:8])[s:6]1. The product is CCc1ccc(-c2ccc(-c3ccc(C=O)s3)c(F)c2)cc1. Reactants: O=Cc1ccc(Br)s1, C1CCOC1, CCO, CCc1ccc(-c2ccc(B(O)O)c(F)c2)cc1, [Na+], [Na+], O=C([O-])[O-], Cc1ccccc1, c1ccc(P(c2ccccc2)(c2ccccc2)[Pd](P(c2ccccc2)(c2ccccc2)c2ccccc2)(P(c2ccccc2)(c2ccccc2)c2ccccc2)P(c2ccccc2)(c2ccccc2)c2ccccc2)cc1. Reactants: Cl (hydrochloric acid), BrC1=C2C[C@@H](N(CC2=CC=C1)C(=O)OC)C(=O)OC (dimethyl (3R)-5-bromo-3,4-dihydro-1H-isoquinoline-2,3-dicarboxylate), BrC1=C2C[C@@H](N(CC2=CC=C1)C(=O)OC)C(=O)O ((3R)-5-bromo-2-methoxycarbonyl-3,4-dihydro-1H-isoquinoline-3-carboxylic acid). The solvent is O (water). Conditions: temperature 95 celsius. Product: Cl.BrC1=C2C[C@@H](NCC2=CC=C1)C(=O)O ((3R)-5-bromo-1,2,3,4-tetrahydroisoquinoline-3-carboxylic acid hydrochloride). Reaction SMILES: [ClH:1].[Br:2][C:3]1[CH:12]=[CH:11][CH:10]=[C:9]2[C:4]=1[CH2:5][C@H:6]([C:17]([O:19]C)=[O:18])[N:7](C(OC)=O)[CH2:8]2.BrC1C=CC=C2C=1C[C@H](C(O)=O)N(C(OC)=O)C2>O>[ClH:1].[Br:2][C:3]1[CH:12]=[CH:11][CH:10]=[C:9]2[C:4]=1[CH2:5][C@H:6]([C:17]([OH:19])=[O:18])[NH:7][CH2:8]2 |f:4.5|. Procedure details: Add water (1.3 L) and 36.5% hydrochloric acid (9.07 Kg, 90.81 moles) to a mixture of dimethyl (3R)-5-bromo-3,4-dihydro-1H-isoquinoline-2,3-dicarboxylate and (3R)-5-bromo-2-methoxycarbonyl-3,4-dihydro-1H-isoquinoline-3-carboxylic acid (Preparation 3a) (520 g, 1.27 moles) in an appropriate vessel and stir the mixture at 95° C. After 12 hours cool the mixture to 10° C. and stir for 15 minutes. Filter the mixture and dry the solid under vacuum at 40° C. give the title compound (332 g, 1.13 moles). M...